From a dataset of the Open Reaction Database (ORD), a public repository of structured organic reaction records. describe an organic reaction: reactants, conditions, products, and yield Starting materials: CO, COC(C=O)OC, NC1CCCC1, O. The product is COC(CNC1CCCC1)OC. As a reaction SMILES: [CH3:14][OH:15].[CH3:7][O:8][CH:9]([CH:10]=[O:11])[O:12][CH3:13].[CH:1]1([NH2:6])[CH2:2][CH2:3][CH2:4][CH2:5]1.[OH2:16]>>[CH:1]1([NH:6][CH2:10][CH:9]([O:8][CH3:7])[O:12][CH3:13])[CH2:2][CH2:3][CH2:4][CH2:5]1. The reactants are CN1CCC(CCCN)CC1, COC(=O)c1cnc(Cl)cn1, CO. Product: COC(=O)c1cnc(NCCCC2CCN(C)CC2)cn1. RXN SMILES: [CH3:12][N:13]1[CH2:14][CH2:15][CH:16]([CH2:19][CH2:20][CH2:21][NH2:22])[CH2:17][CH2:18]1.[CH3:1][O:2][C:3](=[O:4])[c:5]1[n:6][cH:7][c:8]([Cl:11])[n:9][cH:10]1.[CH3:23][OH:24]>>[CH3:1][O:2][C:3](=[O:4])[c:5]1[n:6][cH:7][c:8]([NH:22][CH2:21][CH2:20][CH2:19][CH:16]2[CH2:15][CH2:14][N:13]([CH3:12])[CH2:18][CH2:17]2)[n:9][cH:10]1. Reactants: CC(NC(=O)OCc1ccccc1)C(=O)O, COc1cc2nccc(Oc3ccc(NC(=O)c4c(C)n(CC(C)O)n(-c5ccccc5)c4=O)cc3F)c2cc1OC. Yields the product COc1cc2nccc(Oc3ccc(NC(=O)c4c(C)n(CC(C)OC(=O)C(C)NC(=O)OCc5ccccc5)n(-c5ccccc5)c4=O)cc3F)c2cc1OC. Reaction SMILES: [C:43](=[O:44])([O:45][CH2:46][c:47]1[cH:48][cH:49][cH:50][cH:51][cH:52]1)[NH:53][CH:54]([CH3:55])[C:56](=[O:57])[OH:58].[CH3:1][O:2][c:3]1[cH:4][c:5]2[c:6]([O:15][c:16]3[c:17]([F:42])[cH:18][c:19]([NH:22][C:23](=[O:24])[c:25]4[c:26](=[O:41])[n:27](-[c:35]5[cH:36][cH:37][cH:38][cH:39][cH:40]5)[n:28]([CH2:31][CH:32]([CH3:33])[OH:34])[c:29]4[CH3:30])[cH:20][cH:21]3)[cH:7][cH:8][n:9][c:10]2[cH:11][c:12]1[O:13][CH3:14]>>[CH3:1][O:2][c:3]1[cH:4][c:5]2[c:6]([O:15][c:16]3[c:17]([F:42])[cH:18][c:19]([NH:22][C:23](=[O:24])[c:25]4[c:26](=[O:41])[n:27](-[c:35]5[cH:36][cH:37][cH:38][cH:39][cH:40]5)[n:28]([CH2:31][CH:32]([CH3:33])[O:34][C:56]([CH:54]([NH:53][C:43](=[O:44])[O:45][CH2:46][c:47]5[cH:48][cH:49][cH:50][cH:51][cH:52]5)[CH3:55])=[O:57])[c:29]4[CH3:30])[cH:20][cH:21]3)[cH:7][cH:8][n:9][c:10]2[cH:11][c:12]1[O:13][CH3:14]. Starting materials: Cl.COC=1C=C(C=CC1OC)C=1C(C(N(N1)C1CCNCC1)=O)(C)C (5-(3,4-dimethoxyphenyl)-4,4-dimethyl-2-(piperidin-4-yl)-2,4-dihydro-3H-pyrazol-3-one hydrochloride), Cl.COC=1C=C(C=CC1OC)C=1C(C(N(N1)C1CCNCC1)=O)(C)C (5-(3,4-dimethoxyphenyl)-4,4-dimethyl-2-(piperidin-4-yl)-2,4-dihydro-3H-pyrazol-3-one hydrochloride), FC(OC1=C(C(=O)O)C=CC=C1)(F)F (2-(trifluoromethoxy)benzoic acid). Yields the product COC=1C=C(C=CC1OC)C=1C(C(N(N1)C1CCN(CC1)C(=O)C1=C(C=CC=C1)OC(F)(F)F)=O)(C)C (5-(3,4-Dimethoxyphenyl)-4,4-dimethyl-2-(1-{[2-(trifluoromethoxy)phenyl]carbonyl}piperidin-4-yl)-2,4-dihydro-3H-pyrazol-3-one). As a reaction SMILES: Cl.[CH3:2][O:3][C:4]1[CH:5]=[C:6]([C:12]2[C:13]([CH3:25])([CH3:24])[C:14](=[O:23])[N:15]([CH:17]3[CH2:22][CH2:21][NH:20][CH2:19][CH2:18]3)[N:16]=2)[CH:7]=[CH:8][C:9]=1[O:10][CH3:11].[F:26][C:27]([F:39])([F:38])[O:28][C:29]1[CH:37]=[CH:36][CH:35]=[CH:34][C:30]=1[C:31](O)=[O:32]>>[CH3:2][O:3][C:4]1[CH:5]=[C:6]([C:12]2[C:13]([CH3:25])([CH3:24])[C:14](=[O:23])[N:15]([CH:17]3[CH2:22][CH2:21][N:20]([C:31]([C:30]4[CH:34]=[CH:35][CH:36]=[CH:37][C:29]=4[O:28][C:27]([F:26])([F:38])[F:39])=[O:32])[CH2:19][CH2:18]3)[N:16]=2)[CH:7]=[CH:8][C:9]=1[O:10][CH3:11] |f:0.1|. Reported procedure: The title compound is prepared analogously as described for GP2-WU2 using 5-(3,4-dimethoxyphenyl)-4,4-dimethyl-2-(piperidin-4-yl)-2,4-dihydro-3H-pyrazol-3-one (compound B1) and 2-(trifluoromethoxy)benzoic acid as starting compounds. The crude product is purified by chromatography (amino phase silica gel and DCM) and by crystallization from DCM and diethyl ether to yield the title compound. The product is CCC(N)C(O)c1nnc(C2CC2)o1. The reactants are CCC(NC(=O)OC(C)(C)C)C(O)c1nnc(C2CC2)o1, ClCCl, O=C(O)C(F)(F)F. As a reaction SMILES: [C:1]([O:2][C:3](=[O:4])[NH:7][CH:8]([CH2:9][CH3:10])[CH:11]([OH:12])[c:13]1[o:14][c:15]([CH:18]2[CH2:19][CH2:20]2)[n:16][n:17]1)([CH3:5])([CH3:6])[CH3:21].[Cl:29][CH2:30][Cl:31].[F:22][C:23]([F:24])([F:25])[C:26]([OH:27])=[O:28]>>[NH2:7][CH:8]([CH2:9][CH3:10])[CH:11]([OH:12])[c:13]1[o:14][c:15]([CH:18]2[CH2:19][CH2:20]2)[n:16][n:17]1. RXN SMILES: [Br:1][C:2]1[CH:9]=[CH:8][CH:7]=[C:6]([N:10]2[CH2:19][CH2:18][C:17]3[C:12](=[CH:13][CH:14]=[C:15]([C:20]([OH:23])([CH3:22])[CH3:21])[CH:16]=3)[C:11]2=[O:24])[C:3]=1[CH:4]=[O:5].C([BH-](CC)CC)C.[Li+].C([O-])(O)=O.[Na+].O>C1COCC1>[Br:1][C:2]1[C:3]([CH2:4][OH:5])=[C:6]([N:10]2[CH2:19][CH2:18][C:17]3[C:12](=[CH:13][CH:14]=[C:15]([C:20]([OH:23])([CH3:21])[CH3:22])[CH:16]=3)[C:11]2=[O:24])[CH:7]=[CH:8][CH:9]=1 |f:1.2,3.4|. The solvent is C1CCOC1 (THF). Reaction conditions: time 2 hour. Procedure details: To a solution of Intermediate 42 (320 mg, 0.824 mmol) in THF (10 ml) under argon atmosphere was added lithium triethylborohydride (1M in THF, 0.989 ml, 0.989 mmol) dropwise. The resulting mixture was stirred for 2 hrs at r.t. before adding sat. aqueous NaHCO3 solution (5 ml). Additional water was added and the mixture was extracted three times with EtOAc. The combined organic layers were dried, filtered, and evaporated to dryness. The crude product was purified by flash chromatography (silica ge... Starting materials: BrC1=C(C=O)C(=CC=C1)N1C(C2=CC=C(C=C2CC1)C(C)(C)O)=O (2-Bromo-6-[6-(1-hydroxy-1-methyl-ethyl)-1-oxo-3,4-dihydro-1H-isoquinolin-2-yl]-benzaldehyde), C(C)[BH-](CC)CC.[Li+] (lithium triethylborohydride), O (water), C(=O)(O)[O-].[Na+] (NaHCO3). Yields the product BrC=1C(=C(C=CC1)N1C(C2=CC=C(C=C2CC1)C(C)(C)O)=O)CO (2-(3-Bromo-2-hydroxymethyl-phenyl)-6-(1-hydroxy-1-methyl-ethyl)-3,4-dihydro-2H-isoquinolin-1-one). The reactants are Cl.Cl.N[C@H](CS(=O)(=O)CC=1C=NC2=CC=CC=C2C1)[C@@H](C)OC ((2S,3R)-2-amino-3-methoxy-1-(3-quinolylmethanesulfonyl)butane dihydrochloride), BrCC#N (bromoacetonitrile), C(C)N(C(C)C)C(C)C (N-ethyldiisopropylamine). Solvent: C(C)#N (acetonitrile). The product is C(#N)CN[C@H](CS(=O)(=O)CC=1C=NC2=CC=CC=C2C1)[C@@H](C)OC ((2S,3R)-2-(N-Cyanomethylamino)-3-methoxy-1-(3-quinolylmethanesulfonyl)butane). Reaction SMILES: Cl.Cl.[NH2:3][C@@H:4]([C@H:20]([O:22][CH3:23])[CH3:21])[CH2:5][S:6]([CH2:9][C:10]1[CH:11]=[N:12][C:13]2[C:18]([CH:19]=1)=[CH:17][CH:16]=[CH:15][CH:14]=2)(=[O:8])=[O:7].Br[CH2:25][C:26]#[N:27].C(N(C(C)C)C(C)C)C>C(#N)C>[C:26]([CH2:25][NH:3][C@@H:4]([C@H:20]([O:22][CH3:23])[CH3:21])[CH2:5][S:6]([CH2:9][C:10]1[CH:11]=[N:12][C:13]2[C:18]([CH:19]=1)=[CH:17][CH:16]=[CH:15][CH:14]=2)(=[O:7])=[O:8])#[N:27] |f:0.1.2|. Procedure details: A mixture of (2S,3R)-2-amino-3-methoxy-1-(3-quinolylmethanesulfonyl)butane dihydrochloride (0.93 g), bromoacetonitrile (0.41 ml) and N-ethyldiisopropylamine (1.7 ml) in acetonitrile (15 ml) was refluxed for 16 h, cooled and evaporated. The residue was partitioned between MDC (15 ml) and saturated sodium hydrogen carbonate solution (15 ml). The organic phase was collected and the aqueous re-extracted with MDC (15 ml). The combined MDC phases were dried (MgSO4) and evaporated. The residue was flas... Yields the product C1(=CC=CC=C1)N(C1=CC=C(C=C1)\C=C\C1=CC=C(C=C1)C1=CC=2C3=CC=CC=C3C3=CC=CC=C3C2C=C1)C1=CC=CC=C1 ((E)-N,N-diphenyl-4-(4-(triphenylen-2-yl)styryl)aniline). Reaction SMILES: [CH:1]1[C:18]2[C:17]3[C:12](=[CH:13][CH:14]=[CH:15][CH:16]=3)[C:11]3[C:6](=[CH:7][CH:8]=[CH:9][CH:10]=3)[C:5]=2[CH:4]=[CH:3][C:2]=1[C:19]1[CH:33]=[CH:32][C:22]([CH2:23]P(=O)(OCC)OCC)=[CH:21][CH:20]=1.[C:34]1([N:40]([C:47]2[CH:54]=[CH:53][C:50]([CH:51]=O)=[CH:49][CH:48]=2)[C:41]2[CH:46]=[CH:45][CH:44]=[CH:43][CH:42]=2)[CH:39]=[CH:38][CH:37]=[CH:36][CH:35]=1.CC(C)([O-])C.[K+]>C1COCC1>[C:34]1([N:40]([C:41]2[CH:46]=[CH:45][CH:44]=[CH:43][CH:42]=2)[C:47]2[CH:54]=[CH:53][C:50](/[CH:51]=[CH:23]/[C:22]3[CH:32]=[CH:33][C:19]([C:2]4[CH:3]=[CH:4][C:5]5[C:6]6[C:11](=[CH:10][CH:9]=[CH:8][CH:7]=6)[C:12]6[C:17](=[CH:16][CH:15]=[CH:14][CH:13]=6)[C:18]=5[CH:1]=4)=[CH:20][CH:21]=3)=[CH:49][CH:48]=2)[CH:39]=[CH:38][CH:37]=[CH:36][CH:35]=1 |f:2.3|. Starting materials: C1=C(C=CC=2C3=CC=CC=C3C3=CC=CC=C3C12)C1=CC=C(CP(OCC)(OCC)=O)C=C1 (Diethyl 4-(triphenylen-2-yl)benzylphosphonate), E1, C1(=CC=CC=C1)N(C1=CC=CC=C1)C1=CC=C(C=O)C=C1 (4-(N,N-diphenylamino)benzaldehyde), CC(C)([O-])C.[K+] (potassium-tert-butoxide). Yield: 82.0%. Reaction conditions: temperature 0 celsius, time 15 minute. Run in C1CCOC1 (THF), C1CCOC1 (THF). Procedure details: Compound E (1.0 g, 2.20 mmol) or E1 and 4-(N,N-diphenylamino)benzaldehyde (0.72 g, 2.64 mmol) and dry THF (20 ml) were charged in two necked-bottle in an ice bath, potassium-tert-butoxide (0.49 g, 4.4 mmol) in dry THF (20 ml) was added under nitrogen. The reaction mixture was stirred for 15 min at 0° C., followed by 1 h at room temperature. The solution mixture was extracted with ethyl acetate and washed with water. The combined organic layers were dried over MgSO4 and the solvent removed under ... Starting materials: C(=O)C1=CC=C(C=C1)C1=CC=C(C=C1)CCC(=O)C=1OC(=CN1)C1=CC=CC(=N1)C(=O)OC (Methyl 6-(2-(3-(4′-formylbiphenyl-4-yl)propanoyl)oxazol-5-yl)pyridine-2-carboxylate), N1CCSCC1 (thiomorpholine), [BH-](OC(=O)C)(OC(=O)C)OC(=O)C.[Na+] (NaBH(OAc)3). The solvent is ClC(C)Cl (dichloroethane). Run at time 3.5 hour. Yields the product S1CCN(CC1)CC1=CC=C(C=C1)C1=CC=C(C=C1)CCC(=O)C=1OC(=CN1)C1=CC=CC(=N1)C(=O)OC (methyl 6-(2-(3-(4′-(thiomorpholinomethyl)biphenyl-4-yl)propanoyl)oxazol-5-yl)pyridine-2-carboxylate). Yield: 60.5%. As a reaction SMILES: [CH:1]([C:3]1[CH:8]=[CH:7][C:6]([C:9]2[CH:14]=[CH:13][C:12]([CH2:15][CH2:16][C:17]([C:19]3[O:20][C:21]([C:24]4[N:29]=[C:28]([C:30]([O:32][CH3:33])=[O:31])[CH:27]=[CH:26][CH:25]=4)=[CH:22][N:23]=3)=[O:18])=[CH:11][CH:10]=2)=[CH:5][CH:4]=1)=O.[NH:34]1[CH2:39][CH2:38][S:37][CH2:36][CH2:35]1.[BH-](OC(C)=O)(OC(C)=O)OC(C)=O.[Na+]>ClC(Cl)C>[S:37]1[CH2:38][CH2:39][N:34]([CH2:1][C:3]2[CH:8]=[CH:7][C:6]([C:9]3[CH:14]=[CH:13][C:12]([CH2:15][CH2:16][C:17]([C:19]4[O:20][C:21]([C:24]5[N:29]=[C:28]([C:30]([O:32][CH3:33])=[O:31])[CH:27]=[CH:26][CH:25]=5)=[CH:22][N:23]=4)=[O:18])=[CH:11][CH:10]=3)=[CH:5][CH:4]=2)[CH2:35][CH2:36]1 |f:2.3|. Procedure details: Methyl 6-(2-(3-(4′-formylbiphenyl-4-yl)propanoyl)oxazol-5-yl)pyridine-2-carboxylate (124 mg, 0.282 mmol) and thiomorpholine (0.040 mL, 0.42 mmol) were dissolved in dichloroethane (12 mL) and NaBH(OAc)3 (179 mg, 0.845 mmol) was added. The reaction solution was stirred under an atmosphere of Ar at ambient temperature for 3.5 h and then quenched with saturated aqueous NaHCO3. The crude product was extracted with EtOAc and the solvent was removed in vacuo. The crude product was purified by flash chr...